From a dataset of the Open Reaction Database (ORD), a public repository of structured organic reaction records. describe an organic reaction: reactants, conditions, products, and yield RXN SMILES: [Cl:18][CH2:19][c:20]1[n:21][c:22]([CH:25]=[CH:26][c:27]2[c:28]([F:34])[cH:29][c:30]([F:33])[cH:31][cH:32]2)[o:23][cH:24]1.[H-:16].[Na+:17].[n:1]1([CH2:6][CH2:7][CH2:8][c:9]2[cH:10][c:11]([OH:15])[cH:12][cH:13][cH:14]2)[n:2][n:3][cH:4][cH:5]1>>[n:1]1([CH2:6][CH2:7][CH2:8][c:9]2[cH:10][c:11]([O:15][CH2:19][c:20]3[n:21][c:22]([CH:25]=[CH:26][c:27]4[c:28]([F:34])[cH:29][c:30]([F:33])[cH:31][cH:32]4)[o:23][cH:24]3)[cH:12][cH:13][cH:14]2)[n:2][n:3][cH:4][cH:5]1. The reactants are Fc1ccc(C=Cc2nc(CCl)co2)c(F)c1, [H-], [Na+], Oc1cccc(CCCn2ccnn2)c1. The product is Fc1ccc(C=Cc2nc(COc3cccc(CCCn4ccnn4)c3)co2)c(F)c1. The reactants are [H-].[Na+] (Sodium hydride), [N+](=O)([O-])C1=CC=CC=2N(C(NC21)=O)CC(=O)OC(C)(C)C (tert-Butyl (4-nitro-2-oxo-2,3-dihydro-1H-benzimidazol-1-yl)acetate), BrCCCC(=O)OC (methyl 4-bromobutyrate). Run in CN(C)C=O (DMF). Reaction conditions: time 10 minute. Product: C(C)(C)(C)OC(CN1C(N(C2=C1C=CC=C2[N+](=O)[O-])CCCC(=O)OC)=O)=O (Methyl 4-[3-(2-tert-butoxy-2-oxoethyl)-7-nitro-2-oxo-2,3-dihydro-1H-benzimidazol-1-yl]butanoate). As a reaction SMILES: [H-].[Na+].[N+:3]([C:6]1[C:14]2[NH:13][C:12](=[O:15])[N:11]([CH2:16][C:17]([O:19][C:20]([CH3:23])([CH3:22])[CH3:21])=[O:18])[C:10]=2[CH:9]=[CH:8][CH:7]=1)([O-:5])=[O:4].Br[CH2:25][CH2:26][CH2:27][C:28]([O:30][CH3:31])=[O:29]>CN(C=O)C>[C:20]([O:19][C:17](=[O:18])[CH2:16][N:11]1[C:10]2[CH:9]=[CH:8][CH:7]=[C:6]([N+:3]([O-:5])=[O:4])[C:14]=2[N:13]([CH2:25][CH2:26][CH2:27][C:28]([O:30][CH3:31])=[O:29])[C:12]1=[O:15])([CH3:23])([CH3:22])[CH3:21] |f:0.1|. Reported procedure: Sodium hydride (26.7 mg of a 60% dispersion in mineral oil, 0.66 mmol) was added to a solution of tert-butyl (4-nitro-2-oxo-2,3-dihydro-1H-benzimidazol-1-yl)acetate from Step A (96 mg, 0.327 mmol) in DMF (5 mL). After 10 min, methyl 4-bromobutyrate (178 mg, 0.98 mmol) was added and the reaction was stirred at room temperature for 18 h. The mixture was quenched with H2O and extracted with EtOAc. The organic extract was washed with brine, dried over Na2SO4, filtered, and concentrated in vacuo. The... The reactants are NC=1N=C(C(=NC1)C(=O)OC)OC (methyl 5-amino-3-methoxy-2-pyrazinecarboxylate), stainless steel, N (ammonia), N (ammonia). The solvent is CO (methanol). Product: NC=1N=C(C(=NC1)C(=O)N)OC (5-amino-3-methoxy-2-pyrazinecarboxamide). RXN SMILES: [NH2:1][C:2]1[N:3]=[C:4]([O:12][CH3:13])[C:5]([C:8](OC)=[O:9])=[N:6][CH:7]=1.[NH3:14]>CO>[NH2:1][C:2]1[N:3]=[C:4]([O:12][CH3:13])[C:5]([C:8]([NH2:14])=[O:9])=[N:6][CH:7]=1. Reported procedure: In 100 mL of methanol is suspended 1.96 g of methyl 5-amino-3-methoxy-2-pyrazinecarboxylate obtained according to the method described in literature (JP-A-50-105675). The resulting suspension is saturated with ammonia by introducing gaseous ammonia thereinto at −20° C. Then, the solution thus obtained is allowed to react at 95° C. for 24 hours in a stainless steel-made closed vessel. After cooling, the solvent is distilled off under reduced pressure to obtain 1.57 g of 5-amino-3-methoxy-2-pyrazi... Reactants: C(C1=CC=CC=C1)C=1NC2=CC=C(C=C2C1C=CC=CC(=O)OCC)OCC1=CC=CC=C1 (ethyl 5-(benzyl-5-benzyloxyindol-3-yl)-2,4-pentadienoate), [OH-].[K+] (potassium hydroxide). As a reaction SMILES: C([C:8]1[NH:9][C:10]2[C:15]([C:16]=1[CH:17]=[CH:18][CH:19]=[CH:20][C:21]([O:23]CC)=[O:22])=[CH:14][C:13]([O:26][CH2:27][C:28]1[CH:33]=[CH:32][CH:31]=[CH:30][CH:29]=1)=[CH:12][CH:11]=2)C1C=CC=CC=1.[OH-].[K+]>C(O)C.O>[CH2:16]([N:9]1[C:10]2[C:15](=[CH:14][C:13]([O:26][CH2:27][C:28]3[CH:33]=[CH:32][CH:31]=[CH:30][CH:29]=3)=[CH:12][CH:11]=2)[C:16]([CH:17]=[CH:18][CH:19]=[CH:20][C:21]([OH:23])=[O:22])=[CH:8]1)[C:15]1[CH:10]=[CH:11][CH:12]=[CH:13][CH:14]=1 |f:1.2,3.4|. Run in C(C)O.O (ethanol water). Yields the product C(C1=CC=CC=C1)N1C=C(C2=CC(=CC=C12)OCC1=CC=CC=C1)C=CC=CC(=O)O (5-(1-Benzyl-5-Benzyloxyindol-3-yl)-2,4-Pentadienoic Acid). Procedure details: In a manner similar to Example 2, 1 g (2.4 mmol) of ethyl 5-(benzyl-5-benzyloxyindol-3-yl)-2,4-pentadienoate was treated with 0.5 g (8.6 mmol) of potassium hydroxide in ethanol-water to give, after powders, m.p. 202-203. MS(EI): 365 (M+--CO2), 274 (M+--CO2 --CH2C6H5); NMR (DMSO-d6): δ5.14 (s, 2), δ5.36 (s, 2), δ5.89 (d, J=15 Hz, 1). The reactants are COC(=O)CBr, O=C([O-])[O-], Oc1ccc2cc(-c3cnc(Cc4ccccc4)o3)ccc2c1, CC(C)=O, [Cs+], [Cs+]. Product: COC(=O)COc1ccc2cc(-c3cnc(Cc4ccccc4)o3)ccc2c1. As a reaction SMILES: [Br:24][CH2:25][C:26](=[O:27])[O:28][CH3:29].[C:30](=[O:31])([O-:32])[O-:33].[CH2:1]([c:2]1[cH:3][cH:4][cH:5][cH:6][cH:7]1)[c:8]1[o:9][c:10](-[c:13]2[cH:14][c:15]3[cH:16][cH:17][c:18]([OH:23])[cH:19][c:20]3[cH:21][cH:22]2)[cH:11][n:12]1.[CH3:36][C:37](=[O:38])[CH3:39].[Cs+:34].[Cs+:35]>>[CH2:1]([c:2]1[cH:3][cH:4][cH:5][cH:6][cH:7]1)[c:8]1[o:9][c:10](-[c:13]2[cH:14][c:15]3[cH:16][cH:17][c:18]([O:23][CH2:25][C:26](=[O:27])[O:28][CH3:29])[cH:19][c:20]3[cH:21][cH:22]2)[cH:11][n:12]1. The reactants are FC(C=1C=C(C=C(C1)C(F)(F)F)C(CNCC1=C(C=CC(=C1)C(F)(F)F)C1=C(C=CC(=C1)C(C)C)OC)O)(F)F (1-[3,5-bis(trifluoromethyl)phenyl]-2-({[5′-isopropyl-2′-methoxy-4-(trifluoromethyl)biphenyl-2-yl]methyl}amino)ethanol), CCN(C(C)C)C(C)C (DIPEA), C(=O)(O)[O-].[Na+] (NaHCO3), ClC(Cl)(OC(OC(Cl)(Cl)Cl)=O)Cl (triphosgene). The solvent is C(Cl)Cl (CH2Cl2). Conditions: temperature 0 celsius, time 30 minute. Yields the product FC(C=1C=C(C=C(C1)C(F)(F)F)C1CN(C(O1)=O)CC1=C(C=CC(=C1)C(F)(F)F)C1=C(C=CC(=C1)C(C)C)OC)(F)F (5-[3,5-bis(trifluoromethyl)phenyl]-3-{[5′-isopropyl-2′-methoxy-4-(trifluoromethyl)biphenyl-2-yl]methyl}-1,3-oxazolidin-2-one). As a reaction SMILES: [F:1][C:2]([F:40])([F:39])[C:3]1[CH:4]=[C:5]([CH:13]([OH:38])[CH2:14][NH:15][CH2:16][C:17]2[CH:22]=[C:21]([C:23]([F:26])([F:25])[F:24])[CH:20]=[CH:19][C:18]=2[C:27]2[CH:32]=[C:31]([CH:33]([CH3:35])[CH3:34])[CH:30]=[CH:29][C:28]=2[O:36][CH3:37])[CH:6]=[C:7]([C:9]([F:12])([F:11])[F:10])[CH:8]=1.CCN(C(C)C)C(C)C.Cl[C:51](Cl)([O:53]C(=O)OC(Cl)(Cl)Cl)Cl.C([O-])(O)=O.[Na+]>C(Cl)Cl>[F:1][C:2]([F:39])([F:40])[C:3]1[CH:4]=[C:5]([CH:13]2[O:38][C:51](=[O:53])[N:15]([CH2:16][C:17]3[CH:22]=[C:21]([C:23]([F:24])([F:25])[F:26])[CH:20]=[CH:19][C:18]=3[C:27]3[CH:32]=[C:31]([CH:33]([CH3:35])[CH3:34])[CH:30]=[CH:29][C:28]=3[O:36][CH3:37])[CH2:14]2)[CH:6]=[C:7]([C:9]([F:11])([F:10])[F:12])[CH:8]=1 |f:3.4|. Reported procedure: To a solution of 1-[3,5-bis(trifluoromethyl)phenyl]-2-({[5′-isopropyl-2′-methoxy-4-(trifluoromethyl)biphenyl-2-yl]methyl}amino)ethanol (31.9 mg, 0.0551 mmol) in CH2Cl2 (5 mL) at 0° C. was added DIPEA (67 μL, 0.386 mmol), followed by triphosgene (8.2 mg, 0.0276 mmol). The reaction was stirred at 0° C. for 30 minutes. The reaction was then poured into saturated NaHCO3 (15 mL) and the mixture was extracted with EtOAc (50 mL). The organic layer was washed with brine (15 mL), dried over Na2SO4, filte... Product: CCOC(=O)c1oc2cccc(OCC3CC3)c2c1C. The reactants are BrCC1CC1, O=C([O-])[O-], CCOC(=O)c1oc2cccc(O)c2c1C, [K+], [K+], CN(C)C=O. As a reaction SMILES: [Br:23][CH2:24][CH:25]1[CH2:26][CH2:27]1.[C:17](=[O:18])([O-:19])[O-:20].[CH2:1]([CH3:2])[O:3][C:4](=[O:5])[c:6]1[o:7][c:8]2[c:9]([c:10]1[CH3:11])[c:12]([OH:16])[cH:13][cH:14][cH:15]2.[K+:21].[K+:22].[O:28]=[CH:29][N:30]([CH3:31])[CH3:32]>>[CH2:1]([CH3:2])[O:3][C:4](=[O:5])[c:6]1[o:7][c:8]2[c:9]([c:10]1[CH3:11])[c:12]([O:16][CH2:24][CH:25]1[CH2:26][CH2:27]1)[cH:13][cH:14][cH:15]2.